From a dataset of the Open Reaction Database (ORD), a public repository of structured organic reaction records. describe an organic reaction: reactants, conditions, products, and yield Starting materials: S(O)(O)(=O)=O (sulfuric acid), C(C)(=O)O (acetic acid), FC1=CC=C(C=C1)C(C#N)(C1=CC(=CC=C1)F)C1=CC=C(C=C1)F (bis(4-fluorophenyl)-3-fluorophenylacetonitrile), ice water, [OH-].[NH4+] (ammonium hydroxide). Solvent: CCCCCC (hexane). Reaction conditions: temperature 130 celsius. Product: FC1=CC=C(C=C1)C(C(=O)N)(C1=CC(=CC=C1)F)C1=CC=C(C=C1)F (bis(4-fluorophenyl)-3-fluorophenylacetamide). RXN SMILES: S(=O)(=O)(O)O.C(O)(=[O:8])C.[F:10][C:11]1[CH:16]=[CH:15][C:14]([C:17]([C:27]2[CH:32]=[CH:31][C:30]([F:33])=[CH:29][CH:28]=2)([C:20]2[CH:25]=[CH:24][CH:23]=[C:22]([F:26])[CH:21]=2)[C:18]#[N:19])=[CH:13][CH:12]=1.[OH-].[NH4+]>CCCCCC>[F:10][C:11]1[CH:12]=[CH:13][C:14]([C:17]([C:27]2[CH:28]=[CH:29][C:30]([F:33])=[CH:31][CH:32]=2)([C:20]2[CH:25]=[CH:24][CH:23]=[C:22]([F:26])[CH:21]=2)[C:18]([NH2:19])=[O:8])=[CH:15][CH:16]=1 |f:3.4|. Procedure: A solution of concentrated sulfuric acid (10 mL) and glacial acetic acid (10 mL) was added to bis(4-fluorophenyl)-3-fluorophenylacetonitrile (3.18 mmol) at rt. The resulting orange solution was stirred and heated at 130° C. for 3 h. The reaction was cooled to 0° C., poured into ice water (50 mL) and neutralized with ammonium hydroxide. The organics were extracted with chloroform (3×50 mL). The organics fractions were combined washed with brine (2×20 mL), dried (Na2SO4) and concentrated under red... Reactants: [H-].[Na+] (sodium hydride), C1(=CC=CC=C1)N1N=NN=C1SCCCNC(C1=CC=CC=C1)=O (1-Phenyl-5-[3-(N-benzoylamino)propylthio]-1,2,3,4-tetrazole), C(C)Br (ethyl bromide). Solvent: CN(C=O)C (dimethylformamide). Run at time 1 hour. Product: C1(=CC=CC=C1)N1N=NN=C1SCCCN(C(C1=CC=CC=C1)=O)CC (1-phenyl-5[3-(N-ethyl-N-benzoylamino)propylthio]-1,2,3,4-tetrazole). The yield is 65.2%. As a reaction SMILES: [C:1]1([N:7]2[C:11]([S:12][CH2:13][CH2:14][CH2:15][NH:16][C:17](=[O:24])[C:18]3[CH:23]=[CH:22][CH:21]=[CH:20][CH:19]=3)=[N:10][N:9]=[N:8]2)[CH:6]=[CH:5][CH:4]=[CH:3][CH:2]=1.[H-].[Na+].[CH2:27](Br)[CH3:28]>CN(C)C=O>[C:1]1([N:7]2[C:11]([S:12][CH2:13][CH2:14][CH2:15][N:16]([CH2:27][CH3:28])[C:17](=[O:24])[C:18]3[CH:19]=[CH:20][CH:21]=[CH:22][CH:23]=3)=[N:10][N:9]=[N:8]2)[CH:2]=[CH:3][CH:4]=[CH:5][CH:6]=1 |f:1.2|. Reported procedure: 1-Phenyl-5-[3-(N-benzoylamino)propylthio]-1,2,3,4-tetrazole (1.7 g) is dissolved in dimethylformamide (30 ml). To the mixture is added with stirring 50% oily sodium hydride (0.3 g) at room temperature. After foaming is finished, the mixture is stirred at 60°-70° C. for one hour. After cooling until room temperature, ethyl bromide (0.8 g) is added dropwise to the resulting mixture, and thereafter, the mixture is stirred at 60°-70° C. for 8 hours. After dimethylformamide is distilled off, the resi... Reactants: O=C([O-])O, Cn1cc(NC(=O)c2cc(N)cn2C)cc1C(=O)NCCC(=N)N, Cn1nc([N+](=O)[O-])cc1C(=O)O, Cl, [Na+], C1COCCO1, O, O=S(Cl)Cl, c1ccccc1. Product: Cn1cc(NC(=O)c2cc(NC(=O)c3cc([N+](=O)[O-])nn3C)cn2C)cc1C(=O)NCCC(=N)N. RXN SMILES: [C:41](=[O:42])([OH:43])[O-:44].[CH3:17][n:18]1[c:19]([C:33](=[O:34])[NH:35][CH2:36][CH2:37][C:38](=[NH:39])[NH2:40])[cH:20][c:21]([NH:23][C:24](=[O:25])[c:26]2[n:27]([CH3:32])[cH:28][c:29]([NH2:31])[cH:30]2)[cH:22]1.[CH3:1][n:2]1[n:3][c:4]([N+:10](=[O:11])[O-:12])[cH:5][c:6]1[C:7](=[O:8])[OH:9].[ClH:46].[Na+:45].[O:53]1[CH2:54][CH2:55][O:56][CH2:57][CH2:58]1.[OH2:59].[S:13]([Cl:14])([Cl:15])=[O:16].[cH:47]1[cH:48][cH:49][cH:50][cH:51][cH:52]1>>[CH3:1][n:2]1[n:3][c:4]([N+:10](=[O:11])[O-:12])[cH:5][c:6]1[C:7](=[O:9])[NH:31][c:29]1[cH:28][n:27]([CH3:32])[c:26]([C:24]([NH:23][c:21]2[cH:20][c:19]([C:33](=[O:34])[NH:35][CH2:36][CH2:37][C:38](=[NH:39])[NH2:40])[n:18]([CH3:17])[cH:22]2)=[O:25])[cH:30]1. The reactants are C(C)OC=1C=C(C=CC1OC)C(CC(=O)O)N1C(C2=CC=C(C=C2C1=O)C)=O (3-(3-ethoxy-4-methoxyphenyl)-3-(5-methyl-1,3-dioxoisoindolin-2-yl)propanoic acid), C(=O)(N1C=NC=C1)N1C=NC=C1 (carbonyldiimidazole), C(=O)NN (formic hydrazide). Solvent: C(C)(=O)OCC (ethyl acetate). Product: C(C)OC=1C=C(C=CC1OC)C(CC=1OC=NN1)N1C(C2=CC=C(C=C2C1=O)C)=O (2-[1-(3-Ethoxy-4-methoxyphenyl)-2-(1,3,4-oxadiazol-2-yl)ethyl]-5-methylisoindoline-1,3-dione), C(=O)=NNC(CC(N1C(C2=CC=C(C=C2C1=O)C)=O)C1=CC(=C(C=C1)OC)OCC)=O (N-carbonylamino-3-(3-ethoxy-4-methoxyphenyl)-3-(5-methyl-1,3-dioxoisoindolin-2-yl)propanamide). The yield is 93.2%. RXN SMILES: [CH2:1]([O:3][C:4]1[CH:5]=[C:6]([CH:12]([N:17]2[C:25](=[O:26])[C:24]3[C:19](=[CH:20][CH:21]=[C:22]([CH3:27])[CH:23]=3)[C:18]2=[O:28])[CH2:13][C:14](O)=[O:15])[CH:7]=[CH:8][C:9]=1[O:10][CH3:11])[CH3:2].C(N1C=CN=C1)(N1C=CN=C1)=O.[CH:41]([NH:43][NH2:44])=[O:42]>C(OCC)(=O)C>[CH2:1]([O:3][C:4]1[CH:5]=[C:6]([CH:12]([N:17]2[C:25](=[O:26])[C:24]3[C:19](=[CH:20][CH:21]=[C:22]([CH3:27])[CH:23]=3)[C:18]2=[O:28])[CH2:13][C:14]2[O:15][CH:41]=[N:43][N:44]=2)[CH:7]=[CH:8][C:9]=1[O:10][CH3:11])[CH3:2].[C:41](=[N:43][NH:44][C:14](=[O:15])[CH2:13][CH:12]([C:6]1[CH:7]=[CH:8][C:9]([O:10][CH3:11])=[C:4]([O:3][CH2:1][CH3:2])[CH:5]=1)[N:17]1[C:25](=[O:26])[C:24]2[C:19](=[CH:20][CH:21]=[C:22]([CH3:27])[CH:23]=2)[C:18]1=[O:28])=[O:42]. Procedure details: 2-[1-(3-Ethoxy-4-methoxyphenyl)-2-(1,3,4-oxadiazol-2-yl)ethyl]-5-methylisoindoline-1,3-dione was prepared by the procedure of Example 1. Reaction of 3-(3-ethoxy-4-methoxyphenyl)-3-(5-methyl-1,3-dioxoisoindolin-2-yl)propanoic acid (1.81 g, 4.72 mmol), carbonyldiimidazole (0.92 g, 5.7 mmol) and formic hydrazide (375 mg, 6.2 mmol) in ethyl acetate (20 mL) gave crude N-carbonylamino-3-(3-ethoxy-4-methoxyphenyl)-3-(5-methyl-1,3-dioxoisoindolin-2-yl)propanamide (0.93 g, 2.2 mmol), which was then treat... The reactants are COC(=O)c1c(-c2ccccc2)c2cc(Br)ccc2c(=O)n1Cc1ccc(SC)cc1, O=C(OO)c1cccc(Cl)c1, ClCCl. Yields the product COC(=O)c1c(-c2ccccc2)c2cc(Br)ccc2c(=O)n1Cc1ccc(S(C)=O)cc1. RXN SMILES: [CH3:1][O:2][C:3](=[O:4])[c:5]1[n:6]([CH2:23][c:24]2[cH:25][cH:26][c:27]([S:30][CH3:31])[cH:28][cH:29]2)[c:7](=[O:22])[c:8]2[cH:9][cH:10][c:11]([Br:21])[cH:12][c:13]2[c:14]1-[c:15]1[cH:16][cH:17][cH:18][cH:19][cH:20]1.[Cl:32][c:33]1[cH:34][cH:35][cH:36][c:37]([C:38]([O:39][OH:41])=[O:40])[cH:42]1.[Cl:43][CH2:44][Cl:45]>>[CH3:1][O:2][C:3](=[O:4])[c:5]1[n:6]([CH2:23][c:24]2[cH:25][cH:26][c:27]([S:30]([CH3:31])=[O:40])[cH:28][cH:29]2)[c:7](=[O:22])[c:8]2[cH:9][cH:10][c:11]([Br:21])[cH:12][c:13]2[c:14]1-[c:15]1[cH:16][cH:17][cH:18][cH:19][cH:20]1. The reactants are C(=O)([O-])[O-].[K+].[K+] (K2CO3), CC(=O)C1=C(C=C(C=C1)F)F (2,4-difluoracetophenone), ClC1=C(C=CC=C1)O (2-chlorophenol). The solvent is CS(=O)C (DMSO), CS(=O)C (DMSO). Conditions: time 2 day. Yields the product ClC1=C(OC2=CC(=C(C=C2)C(C)=O)F)C=CC=C1 (1-[4-(2-chloro-phenoxy)-2-fluoro-phenyl]-ethanone). Reaction SMILES: [CH3:1][C:2]([C:4]1[CH:9]=[CH:8][C:7](F)=[CH:6][C:5]=1[F:11])=[O:3].C([O-])([O-])=O.[K+].[K+].[Cl:18][C:19]1[CH:24]=[CH:23][CH:22]=[CH:21][C:20]=1[OH:25]>CS(C)=O>[Cl:18][C:19]1[CH:24]=[CH:23][CH:22]=[CH:21][C:20]=1[O:25][C:7]1[CH:8]=[CH:9][C:4]([C:2](=[O:3])[CH3:1])=[C:5]([F:11])[CH:6]=1 |f:1.2.3|. Procedure: 156 mg (1 mmol) of 2,4-difluoracetophenone were dissolved in 5 ml DMSO, taken and combined with 200 mg (1.45 mmol) of K2CO3. 128 mg (1 mmol) of 2-chlorophenol were dissolved in 5 ml DMSO and added thereto and the mixture was stirred for 2 days at ambient temperature. The reaction mixture was filtered through basic Alox, washed with DMF and concentrated by rotary evaporation. The substance was purified by reversed-phase chromatography.